Dataset: the Open Reaction Database (ORD), a public repository of structured organic reaction records. Task: describe an organic reaction: reactants, conditions, products, and yield Starting materials: FC(C1=CC=CC2=C1C(N1[C@H](C=3N2C=NC3C(=O)O)CC1)=O)(F)F ((S)-8-trifluoromethyl-12,12a-dihydro-9-oxo-9H,11H-azeto[2,1-c]imidazo[1,5-a][1,4]benzodiazepine-1-carboxylic acid), N (ammonia), ice water, C(=O)(N1C=NC=C1)N1C=NC=C1 (1,1'-carbonyldiimidazole), C(=O)=O (CO2). Run in CN(C=O)C (N,N-dimethylformamide). Reaction conditions: time 40 minute. Product: FC(C1=CC=CC2=C1C(N1[C@H](C=3N2C=NC3C(=O)N)CC1)=O)(F)F ((S)-8-trifluoromethyl-12,12a-dihydro-9-oxo-9H,11H-azeto[2,1-c]imidazo[1,5-a][1,4]benzodiazepine-1-carboxamide). The yield is 75.2%. Reaction SMILES: [F:1][C:2]([F:24])([F:23])[C:3]1[C:8]2[C:9](=[O:22])[N:10]3[CH2:21][CH2:20][C@H:11]3[C:12]3[N:13]([CH:14]=[N:15][C:16]=3[C:17]([OH:19])=O)[C:7]=2[CH:6]=[CH:5][CH:4]=1.C(N1C=CN=C1)([N:27]1C=CN=C1)=O.C(=O)=O.N>CN(C)C=O>[F:24][C:2]([F:23])([F:1])[C:3]1[C:8]2[C:9](=[O:22])[N:10]3[CH2:21][CH2:20][C@H:11]3[C:12]3[N:13]([CH:14]=[N:15][C:16]=3[C:17]([NH2:27])=[O:19])[C:7]=2[CH:6]=[CH:5][CH:4]=1. Reported procedure: 10 g (29.7 mmol) of (S)-8-trifluoromethyl-12,12a-dihydro-9-oxo-9H,11H-azeto[2,1-c]imidazo[1,5-a][1,4]benzodiazepine-1-carboxylic acid were suspended in 50 ml of N,N-dimethylformamide and treated portionwise at room temperature with 5.1 g (31.2 mmol) of 1,1'-carbonyldiimidazole. After completion of the CO2 evolution the clear brown solution was stirred at 50° for 20 min., cooled and treated dropwise with 8 ml of conc. ammonia at a temperature below 150 within about 15'. After stirring for 40 minu... Reactants: C(C1=CC=CC=C1)OC=1C2=C(C=3CN(C(C3C1)=O)C(=O)OC(C)(C)C)O[C@]13[C@](C2)([C@H](CC[C@H]1C([C@H]([C@H](C3)O)O)(C)C)C)C ((6aR,7S,9aS,11R,12S,13aS)-5-benzyloxy-2-(t-butoxycarbonyl)-2,3,6,6a,7,8,9,9a,10,11,12,13-dodecahydro-11,12-dihydroxy-6a,7,10,10-tetramethyl-3-oxo-1H-benzo[8,8a][1]benzopyrano[2,3-e]isoindole), C1(=CC=CC=C1)OC (anisole), FC(C(=O)O)(F)F (trifluoroacetic acid), C(O)([O-])=O.[Na+] (sodium hydrogen carbonate). The solvent is ClCCl (dichloromethane). Reaction conditions: time 1 hour. The product is C(C1=CC=CC=C1)OC=1C2=C(C=3CNC(C3C1)=O)O[C@]13[C@](C2)([C@H](CC[C@H]1C([C@H]([C@H](C3)O)O)(C)C)C)C ((6aR,7S,9aS, 11R,12S,13aS)-5-benzyloxy-2,3,6,6a,7,8,9,9a,10,11,12,13-dodecahydro-11,12-dihydroxy-6a,7,10,10-tetramethyl-3-oxo-1H-benzo[8,8a][1]benzopyrano[2,3-e]isoindole). Yield: 95.7%. Reaction SMILES: [CH2:1]([O:8][C:9]1[C:10]2[CH2:29][C@:28]3([CH3:43])[C@@H:30]([CH3:42])[CH2:31][CH2:32][C@H:33]4[C:34]([CH3:41])([CH3:40])[C@@H:35]([OH:39])[C@@H:36]([OH:38])[CH2:37][C@@:27]34[O:26][C:11]=2[C:12]2[CH2:13][N:14](C(OC(C)(C)C)=O)[C:15](=[O:18])[C:16]=2[CH:17]=1)[C:2]1[CH:7]=[CH:6][CH:5]=[CH:4][CH:3]=1.C1(OC)C=CC=CC=1.FC(F)(F)C(O)=O.C(=O)([O-])O.[Na+]>ClCCl>[CH2:1]([O:8][C:9]1[C:10]2[CH2:29][C@:28]3([CH3:43])[C@@H:30]([CH3:42])[CH2:31][CH2:32][C@H:33]4[C:34]([CH3:41])([CH3:40])[C@@H:35]([OH:39])[C@@H:36]([OH:38])[CH2:37][C@@:27]34[O:26][C:11]=2[C:12]2[CH2:13][NH:14][C:15](=[O:18])[C:16]=2[CH:17]=1)[C:2]1[CH:3]=[CH:4][CH:5]=[CH:6][CH:7]=1 |f:3.4|. Procedure details: To a solution of Compound (48a) (30 mg, 0.051 mmol) in 2.0 ml of dry dichloromethane were added 17 μl (0.156 mmol) of anisole and 40 μl (0.51 mmol) of trifluoroacetic acid under ice-cooling, and the mixture stirred for 1 hours at room temperature. Under ice-cooling, an aqueous saturated sodium hydrogen carbonate solution was added to the reaction mixture, which was followed by extraction with ethyl acetate. The extract was washed with water and saturated brine, dried over anhydrous magnesium sul... Reactants: C(CCCO)O (1,4-butanediol), [Si](C1=CC=CC=C1)(C1=CC=CC=C1)(C(C)(C)C)Cl (tert-butyldiphenylsilyl chloride), N1C=NC=C1 (imidazole), O (water). Run in CN(C=O)C (dimethylformamide). Product: O([Si](C1=CC=CC=C1)(C1=CC=CC=C1)C(C)(C)C)CCCCO (4-(tert-butyldiphenylsiloxy)-1-butanol). Isolated yield 64.9%. Reaction SMILES: [CH2:1]([OH:6])[CH2:2][CH2:3][CH2:4][OH:5].[Si:7](Cl)([C:20]([CH3:23])([CH3:22])[CH3:21])([C:14]1[CH:19]=[CH:18][CH:17]=[CH:16][CH:15]=1)[C:8]1[CH:13]=[CH:12][CH:11]=[CH:10][CH:9]=1.N1C=CN=C1.O>CN(C)C=O>[O:5]([CH2:4][CH2:3][CH2:2][CH2:1][OH:6])[Si:7]([C:20]([CH3:23])([CH3:22])[CH3:21])([C:14]1[CH:15]=[CH:16][CH:17]=[CH:18][CH:19]=1)[C:8]1[CH:13]=[CH:12][CH:11]=[CH:10][CH:9]=1. Procedure details: To a solution of 1.00 g (10.2 mmol) of 1,4-butanediol in 20 ml of dry dimethylformamide were added 2.80 g (10.2 mmol) of tert-butyldiphenylsilyl chloride and 3.47 g (51.0 mmol) of imidazole in an atmosphere of argon. The mixture was allowed to react at 0° C. for 24 hours. To the solution was added water followed by extraction with dichloromethane. The organic layer was washed with water and concentrated under reduced pressure. The residue thus obtained was subjected to silica gel column chromato... Starting materials: FC(COC1=CC=CC2=CC=CC=C12)(F)F (1-(2,2,2-trifluoroethoxy)naphthalene), FC(C(C(F)(F)F)OC(=O)C12CC3C(C(CC(C1)C3)C2)=O)(S(=O)(=O)[O-])F.C(C)[NH+](CC)CC (triethylammonium 1,1,3,3,3-pentafluoro-2-(4-oxoadamantane-1-carbonyloxy)-1-propanesulfonate), C1CCCS1=O (tetramethylene sulfoxide), C(C)(C)OC(C)C (diisopropyl ether). Run in CS(=O)(=O)O.O=P12OP3(=O)OP(=O)(O1)OP(=O)(O2)O3 (Eaton's reagent), O (water), O (water). Conditions: time 8 hour. Product: FC(C(C(F)(F)F)OC(=O)C12CC3C(C(CC(C1)C3)C2)=O)(S(=O)(=O)[O-])F.FC(COC2=CC=C(C3=CC=CC=C23)[S+]2CCCC2)(F)F (4-(2,2,2-trifluoroethoxy)-1-naphthyl-tetrahydrothiophenium 1,1,3,3,3-pentafluoro-2-(4-oxoadamantane-1-carbonyloxy)-1-propanesulfonate). Isolated yield 84.0%. RXN SMILES: [F:1][C:2]([F:16])([F:15])[CH2:3][O:4][C:5]1[C:14]2[C:9](=[CH:10][CH:11]=[CH:12][CH:13]=2)[CH:8]=[CH:7][CH:6]=1.[CH2:17]1[S:21](=O)[CH2:20][CH2:19][CH2:18]1.C(OC(C)C)(C)C.[F:30][C:31]([F:55])([S:51]([O-:54])(=[O:53])=[O:52])[CH:32]([O:37][C:38]([C:40]12[CH2:49][CH:44]3[CH2:45][CH:46]([CH2:48][CH:42]([C:43]3=[O:50])[CH2:41]1)[CH2:47]2)=[O:39])[C:33]([F:36])([F:35])[F:34].C([NH+](CC)CC)C>CS(O)(=O)=O.O=P12OP3(OP(OP(O3)(O1)=O)(=O)O2)=O.O>[F:55][C:31]([F:30])([S:51]([O-:54])(=[O:52])=[O:53])[CH:32]([O:37][C:38]([C:40]12[CH2:49][CH:44]3[CH2:45][CH:46]([CH2:48][CH:42]([C:43]3=[O:50])[CH2:41]1)[CH2:47]2)=[O:39])[C:33]([F:34])([F:36])[F:35].[F:1][C:2]([F:15])([F:16])[CH2:3][O:4][C:5]1[C:14]2[C:9](=[CH:10][CH:11]=[CH:12][CH:13]=2)[C:8]([S+:21]2[CH2:17][CH2:18][CH2:19][CH2:20]2)=[CH:7][CH:6]=1 |f:3.4,5.6,8.9|. Procedure details: In 6 g of Eaton's reagent (Aldrich, diphosphorus pentoxide/methanesulfonic acid solution) was dispersed 2.4 g (0.0107 mol) of 1-(2,2,2-trifluoroethoxy)naphthalene in Synthesis Example 1-3. With stirring, 2.2 g (0.0214 mol) of tetramethylene sulfoxide was added dropwise to the dispersion. The solution was matured overnight at room temperature and combined with 30 g of water and 30 g of diisopropyl ether, from which a water layer was separated. The water layer was again washed with 30 g of diisopr...